The task is: describe an organic reaction: reactants, conditions, products, and yield. This data is from the Open Reaction Database (ORD), a public repository of structured organic reaction records. Reactants: C(CCC)OC1=CC(=C(C(=C1)C)N=NC1=CC=CC=C1)C (4-butoxy-2,6-dimethylazobenzene), S(=O)([O-])S(=O)[O-].[Na+].[Na+] (sodium hydrosulfite). The solvent is C(C)O (ethanol). Yields the product C(CCC)OC1=CC(=C(N)C(=C1)C)C (4-butoxy-2,6-dimethylaniline). RXN SMILES: [CH2:1]([O:5][C:6]1[CH:11]=[C:10]([CH3:12])[C:9]([N:13]=NC2C=CC=CC=2)=[C:8]([CH3:21])[CH:7]=1)[CH2:2][CH2:3][CH3:4].S(S([O-])=O)([O-])=O.[Na+].[Na+]>C(O)C>[CH2:1]([O:5][C:6]1[CH:11]=[C:10]([CH3:12])[C:9]([NH2:13])=[C:8]([CH3:21])[CH:7]=1)[CH2:2][CH2:3][CH3:4] |f:1.2.3|. Procedure: To a flask fitted with reflux condenser and stirrer containing 4-butoxy-2,6-dimethylazobenzene (53.4 g, 0.189 mole) was added 50% aqueous ethanol (480 ml). The mixture was heated close to boiling with stirring and sodium hydrosulfite (Na2S2O4, 121.4 g., 697 mole) was added in small portions over a period of 30 min. The mixture was refluxed for 75 min. Most of the alcohol was distilled off and the oily amine layer formed in the operation was taken up in ether. The aqueous phase was made alkaline ... Starting materials: O1N=C(C=C1)C(=O)Cl (isoxazole-3-carbonyl chloride), NC1=NC(=NC2=CC(=C(C=C12)OC)OC)N1CCNCC1 (4-amino-6,7-dimethoxy-2-(1-piperazinyl)quinazoline). Run in O1CCOCC1 (dioxane), O1CCOCC1 (dioxane). Reaction conditions: time 64 hour. Yields the product Cl.NC1=NC(=NC2=CC(=C(C=C12)OC)OC)N1CCN(CC1)C(=O)C1=NOC=C1 (4-Amino-6,7-dimethoxy-2-[4-(isoxazole-3-carbonyl)-piperazin-1-yl]quinazoline Hydrochloride). Reaction SMILES: [O:1]1[CH:5]=[CH:4][C:3]([C:6]([Cl:8])=[O:7])=[N:2]1.[NH2:9][C:10]1[C:19]2[C:14](=[CH:15][C:16]([O:22][CH3:23])=[C:17]([O:20][CH3:21])[CH:18]=2)[N:13]=[C:12]([N:24]2[CH2:29][CH2:28][NH:27][CH2:26][CH2:25]2)[N:11]=1>O1CCOCC1>[ClH:8].[NH2:9][C:10]1[C:19]2[C:14](=[CH:15][C:16]([O:22][CH3:23])=[C:17]([O:20][CH3:21])[CH:18]=2)[N:13]=[C:12]([N:24]2[CH2:29][CH2:28][N:27]([C:6]([C:3]3[CH:4]=[CH:5][O:1][N:2]=3)=[O:7])[CH2:26][CH2:25]2)[N:11]=1 |f:3.4|. Reported procedure: A solution of isoxazole-3-carbonyl chloride (0.753 g., 0.0057 mole) in dioxane (20 ml.) was added to a solution of 4-amino-6,7-dimethoxy-2-(1-piperazinyl)quinazoline (1.66 g., 0.0057 mole) in dioxane (60 ml.). The mixture was stirred at reflux for 30 minutes, then at room temperature for 64 hours. Filtration gave the title compound which was recrystallized from methanol (1.81 g., 75% yield). The product had a m.p. of 268°-273° C. with decomposition.